describe an organic reaction: reactants, conditions, products, and yield From a dataset of the Open Reaction Database (ORD), a public repository of structured organic reaction records. Starting materials: N1CCCCC1 (piperidine), C(C)NC(=O)N1C=CC2=CC(=CC=C12)OC1=CC(=NC=C1)NC(OC1=CC=CC=C1)=O (phenyl N-(4-(1-(ethylamino)carbonyl-1H-5-indolyl)oxy-2-pyridyl)carbamate), C(C)NC(=O)N1C=CC2=CC(=CC=C12)OC1=CC(=NC=C1)NC(=O)N1CCC(CC1)N1CCCC1 (N1-Ethyl-5-(2-(((4-(pyrrolidin-1-yl)piperidin-1-yl)carbonyl)amino)pyridin-4-yloxy)-1H-1-indolecarboxamide). Solvent: CN(C=O)C (N,N-Dimethylformamide). Run at time 8 hour. Yields the product C(C)NC(=O)N1C=CC2=CC(=CC=C12)OC1=CC(=NC=C1)NC(=O)N1CCCCC1 (N1-Ethyl-5-(2-(piperidin-1-ylcarbonyl)amino-4-pyridyl)oxy-1H-1-indolecarboxamide). RXN SMILES: N1CCCCC1.C(NC(N1C2C(=CC(OC3C=CN=C(NC(=O)OC4C=CC=CC=4)C=3)=CC=2)C=C1)=O)C.[CH2:38]([NH:40][C:41]([N:43]1[C:51]2[C:46](=[CH:47][C:48]([O:52][C:53]3[CH:58]=[CH:57][N:56]=[C:55]([NH:59][C:60]([N:62]4[CH2:67][CH2:66][CH:65](N5CCCC5)[CH2:64][CH2:63]4)=[O:61])[CH:54]=3)=[CH:49][CH:50]=2)[CH:45]=[CH:44]1)=[O:42])[CH3:39]>CN(C)C=O>[CH2:38]([NH:40][C:41]([N:43]1[C:51]2[C:46](=[CH:47][C:48]([O:52][C:53]3[CH:58]=[CH:57][N:56]=[C:55]([NH:59][C:60]([N:62]4[CH2:67][CH2:66][CH2:65][CH2:64][CH2:63]4)=[O:61])[CH:54]=3)=[CH:49][CH:50]=2)[CH:45]=[CH:44]1)=[O:42])[CH3:39]. Reported procedure: N,N-Dimethylformamide (4 ml) and piperidine (0.31 ml, 3.13 mmol) were added to a mixture (0.336 g) of phenyl N-(4-(1-(ethylamino)carbonyl-1H-5-indolyl)oxy-2-pyridyl)carbamate and phenyl N-(4-(1-(ethylamino)carbonyl-1H-5-indolyl)oxy-2-pyridyl)-N-(phenoxycarbonyl)carbamate obtained in Example 77; the reaction mixture was stirred overnight; the reaction mixture was partitioned between ethyl acetate and water; and the organic layer was concentrated to yield the title compound as crystals (182 mg, 0.... Reactants: CSc1nccc(NC#N)n1, CCCN, CC#N. Product: CCCN=C(N)Nc1ccnc(SC)n1. Reaction SMILES: [C:1](#[N:2])[NH:3][c:4]1[n:5][c:6]([S:10][CH3:11])[n:7][cH:8][cH:9]1.[CH2:12]([CH2:13][CH3:14])[NH2:15].[CH3:16][C:17]#[N:18]>>[C:1]([NH2:2])([NH:3][c:4]1[n:5][c:6]([S:10][CH3:11])[n:7][cH:8][cH:9]1)=[N:15][CH2:12][CH2:13][CH3:14].